Dataset: the Open Reaction Database (ORD), a public repository of structured organic reaction records. Task: describe an organic reaction: reactants, conditions, products, and yield The reactants are O=C1CCC(=O)N1Br, CO, Fc1cccc2c1OCCO2. Yields the product Fc1cc(Br)cc2c1OCCO2. Reaction SMILES: [Br:12][N:13]1[C:14](=[O:15])[CH2:16][CH2:17][C:18]1=[O:19].[CH3:20][OH:21].[F:1][c:2]1[cH:3][cH:4][cH:5][c:6]2[c:11]1[O:10][CH2:9][CH2:8][O:7]2>>[F:1][c:2]1[cH:3][c:4]([Br:12])[cH:5][c:6]2[c:11]1[O:10][CH2:9][CH2:8][O:7]2. The reactants are CC(=O)O, COC(=O)C(CCCC=O)CC(OC)c1ccc(F)cc1, Cc1cc(CN)ccc1F. Yields the product COC(=O)C(CCCCNCc1ccc(F)c(C)c1)CC(OC)c1ccc(F)cc1. As a reaction SMILES: [C:32]([OH:33])(=[O:34])[CH3:35].[F:1][c:2]1[cH:3][cH:4][c:5]([CH:8]([CH2:9][CH:10]([C:11](=[O:12])[O:13][CH3:14])[CH2:15][CH2:16][CH2:17][CH:18]=[O:19])[O:20][CH3:21])[cH:6][cH:7]1.[F:22][c:23]1[c:24]([CH3:31])[cH:25][c:26]([CH2:27][NH2:28])[cH:29][cH:30]1>>[F:1][c:2]1[cH:3][cH:4][c:5]([CH:8]([CH2:9][CH:10]([C:11](=[O:12])[O:13][CH3:14])[CH2:15][CH2:16][CH2:17][CH2:18][NH:28][CH2:27][c:26]2[cH:25][c:24]([CH3:31])[c:23]([F:22])[cH:30][cH:29]2)[O:20][CH3:21])[cH:6][cH:7]1. The reactants are [N+](=O)([O-])C1=CC=C(OC(=O)CC(COC=2C=C3C=CC(NC3=CC2)=O)C)C=C1 (6-[3-(p-nitrophenoxycarbonyl)-2-methylpropoxy]carbostyril), CNC1C(CCCC1)C (N-methyl-2-methylcyclohexylamine). Solvent: CN(C=O)C (dimethylformamide). The product is CN(C(=O)CC(COC=1C=C2C=CC(NC2=CC1)=O)C)C1C(CCCC1)C (6-{3-[N-methyl-N-(2-methylcyclohexyl)aminocarbonyl]-2-methylpropoxy}carbostyril). RXN SMILES: [N+](C1C=CC(O[C:9]([CH2:11][CH:12]([CH3:26])[CH2:13][O:14][C:15]2[CH:16]=[C:17]3[C:22](=[CH:23][CH:24]=2)[NH:21][C:20](=[O:25])[CH:19]=[CH:18]3)=[O:10])=CC=1)([O-])=O.[CH3:29][NH:30][CH:31]1[CH2:36][CH2:35][CH2:34][CH2:33][CH:32]1[CH3:37]>CN(C)C=O>[CH3:29][N:30]([CH:31]1[CH2:36][CH2:35][CH2:34][CH2:33][CH:32]1[CH3:37])[C:9]([CH2:11][CH:12]([CH3:26])[CH2:13][O:14][C:15]1[CH:16]=[C:17]2[C:22](=[CH:23][CH:24]=1)[NH:21][C:20](=[O:25])[CH:19]=[CH:18]2)=[O:10]. Reported procedure: 3.8 Grams of 6-[3-(p-nitrophenoxycarbonyl)-2-methylpropoxy]carbostyril is dissolved in 40 ml of dimethylformamide, followed by addition of 1.6 ml of N-methyl-2-methylcyclohexylamine and 12-hour agitation at 60°-70° C. After the reaction, the solvent is distilled off and the obtained residue is refined by silica gel column chromatography (silica gel: Wakogel C-200; eluent: 20/1 (V/V) chloroform/methanol) and the crude crystals are recrystallized from benzene-ligroin to obtain 1.6 g of 6-{3-[N-met...